Dataset: the Open Reaction Database (ORD), a public repository of structured organic reaction records. Task: describe an organic reaction: reactants, conditions, products, and yield The reactants are N1(CCOCC1)CCN1C(CCC1)C1=CC=C(C=C1)OC (1-[2-(4-Morpholinyl)ethyl]-2-(4-methoxyphenyl)pyrrolidine), C([O-])(O)=O.[Na+] (sodium bicarbonate). The solvent is Br (hydrobromic acid). Reaction conditions: temperature 110 celsius. Product: N1(CCOCC1)CCN1C(CCC1)C1=CC=C(C=C1)O (4-{1-[2-(4-Morpholinyl)ethyl]-2-pyrrolidinyl}phenol). The yield is 66.1%. Reaction SMILES: [N:1]1([CH2:7][CH2:8][N:9]2[CH2:13][CH2:12][CH2:11][CH:10]2[C:14]2[CH:19]=[CH:18][C:17]([O:20]C)=[CH:16][CH:15]=2)[CH2:6][CH2:5][O:4][CH2:3][CH2:2]1.C(=O)(O)[O-].[Na+]>Br>[N:1]1([CH2:7][CH2:8][N:9]2[CH2:13][CH2:12][CH2:11][CH:10]2[C:14]2[CH:15]=[CH:16][C:17]([OH:20])=[CH:18][CH:19]=2)[CH2:6][CH2:5][O:4][CH2:3][CH2:2]1 |f:1.2|. Procedure details: 1-[2-(4-Morpholinyl)ethyl]-2-(4-methoxyphenyl)pyrrolidine (3.75 g) was dissolved in 48% hydrobromic acid (35 ml) and warmed at 110° C. for 5 hrs. The reaction mixture was cooled, neutralized with saturated sodium bicarbonate solution and extracted into dichloromethane (6 times). The combined organic extracts were washed with brine, dried over anhydrous sodium sulfate, filtered, and the filtrate was concentrated. The residue was purified by flash column chromatography. The appropriate fractions w... Starting materials: O=C([O-])[O-], N#CC(C#N)Cc1ccccc1, CN(C)C=O, [Cs+], [Cs+], O=S(=O)(OCC(F)(F)F)C(F)(F)F. Yields the product N#CC(C#N)(Cc1ccccc1)CC(F)(F)F. As a reaction SMILES: [C:13](=[O:14])([O-:15])[O-:16].[CH2:1]([c:2]1[cH:3][cH:4][cH:5][cH:6][cH:7]1)[CH:8]([C:9]#[N:10])[C:11]#[N:12].[CH3:32][N:33]([CH3:34])[CH:35]=[O:36].[Cs+:17].[Cs+:18].[F:19][C:20]([F:21])([F:22])[S:23]([O:24][CH2:25][C:26]([F:27])([F:28])[F:29])(=[O:30])=[O:31]>>[CH2:1]([c:2]1[cH:3][cH:4][cH:5][cH:6][cH:7]1)[C:8]([C:9]#[N:10])([C:11]#[N:12])[CH2:25][C:26]([F:27])([F:28])[F:29]. Starting materials: O(C1=CC=CC=C1)C=1C=C(C=O)C=CC1 (3-phenoxybenzaldehyde), solution, C(=C)[Mg]Cl (vinyl-magnesium chloride), [Cl-].[NH4+] (ammonium chloride), Cl (hydrochloric acid). The solvent is O1CCCC1 (tetrahydrofuran), O1CCCC1 (tetrahydrofuran), O1CCCC1 (tetrahydrofuran). Yields the product O(C1=CC=CC=C1)C=1C=C(C(C=C)O)C=CC1 (3-Phenoxy-α-vinyl-benzyl alcohol). RXN SMILES: [CH:1]([Mg]Cl)=[CH2:2].[O:5]([C:12]1[CH:13]=[C:14]([CH:17]=[CH:18][CH:19]=1)[CH:15]=[O:16])[C:6]1[CH:11]=[CH:10][CH:9]=[CH:8][CH:7]=1.[Cl-].[NH4+].Cl>O1CCCC1>[O:5]([C:12]1[CH:13]=[C:14]([CH:17]=[CH:18][CH:19]=1)[CH:15]([OH:16])[CH:1]=[CH2:2])[C:6]1[CH:7]=[CH:8][CH:9]=[CH:10][CH:11]=1 |f:2.3|. Procedure details: 30 ml of a 1.6 molar solution of vinyl-magnesium chloride in tetrahydrofuran are introduced into 100 ml of absolute tetrahydrofuran at 0° C. 9.8 g (0.05 mole) of 3-phenoxybenzaldehyde in 100 ml of absolute tetrahydrofuran are added dropwise whilst stirring and excluding moisture. The reaction mixture is stirred for 3 hours at 25° C. and is then cautiously decomposed by adding a cold saturated ammonium chloride solution and a few milliliters of 10% strength hydrochloric acid until the precipitate...